From a dataset of the Open Reaction Database (ORD), a public repository of structured organic reaction records. describe an organic reaction: reactants, conditions, products, and yield Starting materials: CCOC(C#N)OCC, COc1ccc(CN)cc1, C[O-], CO, [Na+]. The product is CCOC(OCC)C(=N)NCc1ccc(OC)cc1. RXN SMILES: [CH2:4]([CH3:5])[O:6][CH:7]([C:8]#[N:9])[O:10][CH2:11][CH3:12].[CH3:13][O:14][c:15]1[cH:16][cH:17][c:18]([CH2:19][NH2:20])[cH:21][cH:22]1.[CH3:1][O-:2].[CH3:23][OH:24].[Na+:3]>>[CH2:4]([CH3:5])[O:6][CH:7]([C:8](=[NH:9])[NH:20][CH2:19][c:18]1[cH:17][cH:16][c:15]([O:14][CH3:13])[cH:22][cH:21]1)[O:10][CH2:11][CH3:12]. Starting materials: [OH-].[Na+] (NaOH), OC1=C(C=CC=C1OCCOCCOCCOC)C=1SC[C@@](N1)(C(=O)OCC)C (Ethyl (S)-4,5-Dihydro-2-[2-hydroxy-3-(3,6,9-trioxadecyloxy)phenyl]-4-methyl-4-thiazolecarboxylate). Solvent: CO (CH3OH), CO (CH3OH). Reaction conditions: time 6 hour. The product is OC1=C(C=CC=C1OCCOCCOCCOC)C=1SC[C@@](N1)(C(=O)O)C ((S)-4,5-Dihydro-2-[2-hydroxy-3-(3,6,9-trioxadecyloxy)phenyl]-4-methyl-4-thiazolecarboxylic Acid). The yield is 59.9%. RXN SMILES: [OH-].[Na+].[OH:3][C:4]1[C:9]([O:10][CH2:11][CH2:12][O:13][CH2:14][CH2:15][O:16][CH2:17][CH2:18][O:19][CH3:20])=[CH:8][CH:7]=[CH:6][C:5]=1[C:21]1[S:22][CH2:23][C@:24]([CH3:31])([C:26]([O:28]CC)=[O:27])[N:25]=1>CO>[OH:3][C:4]1[C:9]([O:10][CH2:11][CH2:12][O:13][CH2:14][CH2:15][O:16][CH2:17][CH2:18][O:19][CH3:20])=[CH:8][CH:7]=[CH:6][C:5]=1[C:21]1[S:22][CH2:23][C@:24]([CH3:31])([C:26]([OH:28])=[O:27])[N:25]=1 |f:0.1|. Reported procedure: A solution of 50% (w/w) NaOH (13.88 mL, 266.02 mmol) in CH3OH (120 mL) was added to 13 (8.89 g, 20.80 mmol) in CH3OH (280 mL) with ice bath cooling. The reaction mixture was stirred at room temperature for 6 h, and the bulk of the solvent was removed by rotary evaporation. The residue was treated with dilute NaCl (300 mL) and the basic aqueous phase was cooled in ice, acidified with 2 N HCl to pH=2, and extracted with EtOAc (4×150 mL). After the EtOAc layers were washed with saturated NaCl (300 ... Reactants: ( a ), OC1CCN(CC1)CCCOC1=C(C=CC=C1)[N+](=O)[O-] (4-hydroxy-1-[3-(2-nitrophenoxy)propyl]piperidine), C1(=CC=CC=C1)C(C1=CC=CC=C1)Br (diphenylmethyl bromide), OC1CCN(CC1)CCC(OC1=C(C=CC=C1)[N+](=O)[O-])C (4-hydroxy-1-[3-methyl-3-(2-nitrophenoxy)propyl]piperidine). Product: C1(=CC=CC=C1)C(OC1CCN(CC1)CCC(OC1=C(C=CC=C1)[N+](=O)[O-])C)C1=CC=CC=C1 (4-diphenylmethoxy1-[3-methyl-3-(2-nitrophenoxy)propyl]piperidine). Reaction SMILES: [C:1]1([CH:7](Br)[C:8]2[CH:13]=[CH:12][CH:11]=[CH:10][CH:9]=2)[CH:6]=[CH:5][CH:4]=[CH:3][CH:2]=1.[OH:15][CH:16]1[CH2:21][CH2:20][N:19]([CH2:22][CH2:23][CH:24]([CH3:35])[O:25][C:26]2[CH:31]=[CH:30][CH:29]=[CH:28][C:27]=2[N+:32]([O-:34])=[O:33])[CH2:18][CH2:17]1.OC1CCN(CCCOC2C=CC=CC=2[N+]([O-])=O)CC1>>[C:1]1([CH:7]([C:8]2[CH:13]=[CH:12][CH:11]=[CH:10][CH:9]=2)[O:15][CH:16]2[CH2:17][CH2:18][N:19]([CH2:22][CH2:23][CH:24]([CH3:35])[O:25][C:26]3[CH:31]=[CH:30][CH:29]=[CH:28][C:27]=3[N+:32]([O-:34])=[O:33])[CH2:20][CH2:21]2)[CH:6]=[CH:5][CH:4]=[CH:3][CH:2]=1. Procedure: The procedure of Example 1 (a) was repeated except for using diphenylmethyl bromide and 4-hydroxy-1-[3-methyl-3-(2-nitrophenoxy)propyl]piperidine instead of diphenylmethyl bromide and 4-hydroxy-1-[3-(2-nitrophenoxy)propyl]piperidine to give oily 4-diphenylmethoxy1-[3-methyl-3-(2-nitrophenoxy)propyl]piperidine.